This data is from the Open Reaction Database (ORD), a public repository of structured organic reaction records. The task is: describe an organic reaction: reactants, conditions, products, and yield Starting materials: NC=1SC(=CN1)Br (2-Amino-5-bromothiazole), C(=O)(Cl)Cl (phosgene). Run in C(C)(=O)OCC (ethyl acetate). Conditions: time 3 hour. Yields the product BrC1=CN=C(S1)N=C=O (5-Bromothiazol-2-yl Isocyanate). Reaction SMILES: [NH2:1][C:2]1[S:3][C:4]([Br:7])=[CH:5][N:6]=1.[C:8](Cl)(Cl)=[O:9]>C(OCC)(=O)C>[Br:7][C:4]1[S:3][C:2]([N:1]=[C:8]=[O:9])=[N:6][CH:5]=1. Procedure details: 2-Amino-5-bromothiazole (19.0 grams) and a saturated solution of phosgene in ethyl acetate (200 ml) were charged into a glass reaction vessel equipped with a mechanical stirrer, thermometer and reflux condenser. The reaction mixture was heated at reflux with stirring for a period of about 3 hours. After this time the reaction mixture was cooled and filtered to recover the desired product 5-bromothiazol-2-yl isocyanate dimer as a fine yellow powder.